From a dataset of the Open Reaction Database (ORD), a public repository of structured organic reaction records. describe an organic reaction: reactants, conditions, products, and yield The reactants are CSC1=NC=C(C(=N1)Cl)OC (2-methylsulphenyl-4-chloro-5-methoxy-pyrimidine), CN (methylamine), C1CCCCC1.C(C)(=O)OCC (cyclohexane ethyl acetate). Solvent: C(C)O (ethanol). Yields the product CSC1=NC=C(C(=N1)NC)OC (2-methylsulphenyl-4-methylamino-5-methoxy-pyrimidine). RXN SMILES: [CH3:1][S:2][C:3]1[N:8]=[C:7](Cl)[C:6]([O:10][CH3:11])=[CH:5][N:4]=1.[CH3:12][NH2:13].C1CCCCC1.C(OCC)(=O)C>C(O)C>[CH3:1][S:2][C:3]1[N:8]=[C:7]([NH:13][CH3:12])[C:6]([O:10][CH3:11])=[CH:5][N:4]=1 |f:2.3|. Reported procedure: Prepared from 2-methylsulphenyl-4-chloro-5-methoxy-pyrimidine by reacting with methylamine in ethanol at 90° C., Rf value: 0.22 (silica gel; cyclohexane/ethyl acetate=2:1)